This data is from the Open Reaction Database (ORD), a public repository of structured organic reaction records. The task is: describe an organic reaction: reactants, conditions, products, and yield The reactants are 6a, FC([C@@H]1CC[C@H](CC1)NC(C1=C(C(=C(C(=C1)[N+](=O)[O-])NC)C)Cl)=O)(F)F (N-(trans-4-trifluoromethyl-cyclohexyl)-2-chloro-3-methyl-4-methylamino-5-nitro-benzoic acid amide), C12CNCC2C1 (3-aza-bicyclo[3.1.0]hexane), CCN(C(C)C)C(C)C (DIPEA). Solvent: O1CCOCC1 (dioxane). Yields the product FC([C@@H]1CC[C@H](CC1)NC(C1=C(C(=C(C(=C1)[N+](=O)[O-])NC)C)N1CC2CC2C1)=O)(F)F (N-(trans-4-Trifluoromethyl-cyclohexyl)-2-[3-aza-bicyclo[3.1.0]hex-3-yl]-3-methyl-4-methylamino-5-nitro-benzoic acid amide). Reaction SMILES: [F:1][C:2]([F:26])([F:25])[C@H:3]1[CH2:8][CH2:7][C@H:6]([NH:9][C:10](=[O:24])[C:11]2[CH:16]=[C:15]([N+:17]([O-:19])=[O:18])[C:14]([NH:20][CH3:21])=[C:13]([CH3:22])[C:12]=2Cl)[CH2:5][CH2:4]1.[CH:27]12[CH2:32][CH:31]1[CH2:30][NH:29][CH2:28]2.CCN(C(C)C)C(C)C>O1CCOCC1>[F:1][C:2]([F:26])([F:25])[C@H:3]1[CH2:8][CH2:7][C@H:6]([NH:9][C:10](=[O:24])[C:11]2[CH:16]=[C:15]([N+:17]([O-:19])=[O:18])[C:14]([NH:20][CH3:21])=[C:13]([CH3:22])[C:12]=2[N:29]2[CH2:30][CH:31]3[CH:27]([CH2:32]3)[CH2:28]2)[CH2:5][CH2:4]1. Reported procedure: The sub-title compound is prepared in analogy to 6a from N-(trans-4-trifluoromethyl-cyclohexyl)-2-chloro-3-methyl-4-methylamino-5-nitro-benzoic acid amide (250 mg, 0.64 mmol), 3-aza-bicyclo[3.1.0]hexane (151 mg, 1.27 mmol), DIPEA (0.44 mL, 2.5 mmol) and dioxane (8 mL). Yield: 130 mg. HPLC Rt=1.62 min (method H). MS m/z: 441 [M+H]+. Product: CCn1cc(C(=O)O)c(=O)c2cnc(N3CCNCC3)nc21. As a reaction SMILES: [CH3:36][C:37](=[O:38])[OH:39].[N:1]1([c:7]2[n:8][cH:9][c:10]3[c:11]([n:12]2)[nH:13][cH:14][c:15]([C:18](=[O:19])[OH:20])[c:16]3=[O:17])[CH2:2][CH2:3][NH:4][CH2:5][CH2:6]1.[Na+:21].[Na+:22].[O-:23][C:24](=[O:25])[O-:26].[S:27]([O:28][CH2:29][CH3:30])([O:33][CH2:31][CH3:32])(=[O:34])=[O:35]>>[N:1]1([c:7]2[n:8][cH:9][c:10]3[c:11]([n:12]2)[n:13]([CH2:31][CH3:32])[cH:14][c:15]([C:18](=[O:19])[OH:20])[c:16]3=[O:17])[CH2:2][CH2:3][NH:4][CH2:5][CH2:6]1. Starting materials: CC(=O)O, O=C(O)c1c[nH]c2nc(N3CCNCC3)ncc2c1=O, [Na+], [Na+], O=C([O-])[O-], CCOS(=O)(=O)OCC. The reactants are aqueous solution, CN (methylamine), ClC1=CC(=C(C=C1)N(CCNC([O-])=O)S(=O)(=O)C1=CC(=C(C=C1)OC)OC)CC1=C(C=CC=C1F)F (2-{[4-chloro-2-(2,6-difluorobenzyl)phenyl][(3,4-dimethoxyphenyl)sulfonyl]amino}ethylcarbamate). The solvent is C(C)(=O)OCC (ethyl acetate), CS(=O)C (dimethyl sulfoxide). Product: ClC1=CC(=C(C=C1)N(S(=O)(=O)C1=CC(=C(C=C1)OC)OC)CCNC(=O)NC)CC1=C(C=CC=C1F)F (N-[4-chloro-2-(2,6-difluorobenzyl)phenyl]-3,4-dimethoxy-N-(2-{[(methylamino)carbonyl]amino}ethyl)benzenesulfonamide). As a reaction SMILES: [Cl:1][C:2]1[CH:7]=[CH:6][C:5]([N:8]([S:15]([C:18]2[CH:23]=[CH:22][C:21]([O:24][CH3:25])=[C:20]([O:26][CH3:27])[CH:19]=2)(=[O:17])=[O:16])[CH2:9][CH2:10][NH:11][C:12](=[O:14])[O-])=[C:4]([CH2:28][C:29]2[C:34]([F:35])=[CH:33][CH:32]=[CH:31][C:30]=2[F:36])[CH:3]=1.[CH3:37][NH2:38]>CS(C)=O.C(OCC)(=O)C>[Cl:1][C:2]1[CH:7]=[CH:6][C:5]([N:8]([CH2:9][CH2:10][NH:11][C:12]([NH:38][CH3:37])=[O:14])[S:15]([C:18]2[CH:23]=[CH:22][C:21]([O:24][CH3:25])=[C:20]([O:26][CH3:27])[CH:19]=2)(=[O:17])=[O:16])=[C:4]([CH2:28][C:29]2[C:30]([F:36])=[CH:31][CH:32]=[CH:33][C:34]=2[F:35])[CH:3]=1. Procedure details: To 0.42 g of phenyl(2-{[4-chloro-2-(2,6-difluorobenzyl)phenyl][(3,4-dimethoxyphenyl)sulfonyl]amino}ethylcarbamate in 1.2 ml of dimethyl sulfoxide is added, at room temperature, 0.053 ml of an aqueous solution of methylamine, and the mixture is left at room temperature for 18 hours. The reaction medium is taken up in ethyl acetate and washed with water. The organic phase is dried over anhydrous sodium sulfate and concentrated. The residue is chromatographed on a column of silica gel to give 0.326... Starting materials: SC1=CC=C2C(=CC(OC2=C1)=O)C (7-mercapto-4-methylcoumarin), COC1=CC=C(C=C1)C1=CC=C(C=C1)S(=O)(=O)NC(C(=O)OC)CC1CO1 (methyl 2-[(4′-methoxy[1,1′-biphenyl]-4-yl)sulfonyl]amino-4,5-epoxypentanoate), compound 20. The product is COC1=CC=C(C=C1)C1=CC=C(C=C1)S(=O)(=O)NC(C(=O)O)CC(CSC1=CC=C2C(=CC(OC2=C1)=O)C)O (2-[(4′-Methoxy[1,1′-biphenyl]-4-yl)sulfonyl]amino-4-hydroxy-5-[4-methylcoumarin-7-ylthio]-pentanoic acid). As a reaction SMILES: [SH:1][C:2]1[CH:11]=[C:10]2[C:5]([C:6]([CH3:13])=[CH:7][C:8](=[O:12])[O:9]2)=[CH:4][CH:3]=1.[CH3:14][O:15][C:16]1[CH:21]=[CH:20][C:19]([C:22]2[CH:27]=[CH:26][C:25]([S:28]([NH:31][CH:32]([CH2:37][CH:38]3[O:40][CH2:39]3)[C:33]([O:35]C)=[O:34])(=[O:30])=[O:29])=[CH:24][CH:23]=2)=[CH:18][CH:17]=1>>[CH3:14][O:15][C:16]1[CH:17]=[CH:18][C:19]([C:22]2[CH:23]=[CH:24][C:25]([S:28]([NH:31][CH:32]([CH2:37][CH:38]([OH:40])[CH2:39][S:1][C:2]3[CH:11]=[C:10]4[C:5]([C:6]([CH3:13])=[CH:7][C:8](=[O:12])[O:9]4)=[CH:4][CH:3]=3)[C:33]([OH:35])=[O:34])(=[O:29])=[O:30])=[CH:26][CH:27]=2)=[CH:20][CH:21]=1. Procedure details: Example 49 is prepared from 7-mercapto-4-methylcoumarin and 1d using the procedure described for compound 20.